From a dataset of the Open Reaction Database (ORD), a public repository of structured organic reaction records. describe an organic reaction: reactants, conditions, products, and yield The reactants are ClC1=C(C=C2C(C(=CN3C2=C1CC3C)C(=O)O)=O)F (9-chloro-8-fluoro-2-methyl-1,2-dihydro-6-oxo-pyrrolo[3,2,1-ij]quinoline-5-carboxylic acid), N1CCSCC1 (thiomorpholine), stainless steel. Solvent: CN(P(N(C)C)(N(C)C)=O)C (hexamethylphosphoric triamide), CN(P(N(C)C)(N(C)C)=O)C (hexamethylphosphoric triamide). Yields the product S1CCN(CC1)C1=C(C=C2C(C(=CN3C2=C1CC3C)C(=O)O)=O)F (9-thiomorpholino-8-fluoro-2-methyl-1,2-dihydro-6-oxo-pyrrolo[3,2,1-ij]quinoline-5-carboxylic acid). Isolated yield 8.9%. RXN SMILES: Cl[C:2]1[C:11]2[CH2:12][CH:13]([CH3:14])[N:9]3[C:10]=2[C:5]([C:6](=[O:18])[C:7]([C:15]([OH:17])=[O:16])=[CH:8]3)=[CH:4][C:3]=1[F:19].[NH:20]1[CH2:25][CH2:24][S:23][CH2:22][CH2:21]1>CN(C)P(=O)(N(C)C)N(C)C>[S:23]1[CH2:24][CH2:25][N:20]([C:2]2[C:11]3[CH2:12][CH:13]([CH3:14])[N:9]4[C:10]=3[C:5]([C:6](=[O:18])[C:7]([C:15]([OH:17])=[O:16])=[CH:8]4)=[CH:4][C:3]=2[F:19])[CH2:21][CH2:22]1. Procedure details: A mixture of 28 g of 9-chloro-8-fluoro-2-methyl-1,2-dihydro-6-oxo-pyrrolo[3,2,1-ij]quinoline-5-carboxylic acid, 5 g of thiomorpholine and 30 ml of hexamethylphosphoric triamide in a stainless steel autoclave was reacted at 150° C. for 7 hours. After completion of reaction, hexamethylphosphoric triamide was distilled off under reduced pressure and the residue was recrystallized from dimethylformamide to give 1.5 g of 9-thiomorpholino-8-fluoro-2-methyl-1,2-dihydro-6-oxo-pyrrolo[3,2,1-ij]quinoline-... Reactants: COC(=O)C1CCCN1C1CCNCC1, Nc1c(Cl)cc(CC(OC(=O)N2CCC(N3CCc4ccccc4NC3=O)CC2)C(=O)O)cc1C(F)(F)F. Yields the product COC(=O)C1CCCN1C1CCN(C(=O)C(Cc2cc(Cl)c(N)c(C(F)(F)F)c2)OC(=O)N2CCC(N3CCc4ccccc4NC3=O)CC2)CC1. Reaction SMILES: [CH3:39][O:40][C:41](=[O:42])[CH:43]1[N:44]([CH:48]2[CH2:49][CH2:50][NH:51][CH2:52][CH2:53]2)[CH2:45][CH2:46][CH2:47]1.[O:1]=[C:2]1[NH:3][c:4]2[c:5]([cH:35][cH:36][cH:37][cH:38]2)[CH2:6][CH2:7][N:8]1[CH:9]1[CH2:10][CH2:11][N:12]([C:15](=[O:16])[O:17][CH:18]([CH2:19][c:20]2[cH:21][c:22]([Cl:31])[c:23]([NH2:30])[c:24]([C:26]([F:27])([F:28])[F:29])[cH:25]2)[C:32](=[O:33])[OH:34])[CH2:13][CH2:14]1>>[O:1]=[C:2]1[NH:3][c:4]2[c:5]([cH:35][cH:36][cH:37][cH:38]2)[CH2:6][CH2:7][N:8]1[CH:9]1[CH2:10][CH2:11][N:12]([C:15](=[O:16])[O:17][CH:18]([CH2:19][c:20]2[cH:21][c:22]([Cl:31])[c:23]([NH2:30])[c:24]([C:26]([F:27])([F:28])[F:29])[cH:25]2)[C:32](=[O:34])[N:51]2[CH2:50][CH2:49][CH:48]([N:44]3[CH:43]([C:41]([O:40][CH3:39])=[O:42])[CH2:47][CH2:46][CH2:45]3)[CH2:53][CH2:52]2)[CH2:13][CH2:14]1.